From a dataset of the Open Reaction Database (ORD), a public repository of structured organic reaction records. describe an organic reaction: reactants, conditions, products, and yield Starting materials: CC12S[C@H]3N(C1(C(=O)OCC(Cl)(Cl)Cl)C2)C(C3NC(CC3=CC=CC=C3)=O)=O (2,2,2-trichloroethyl 2-methyl-2,3-methylene-6-(2-phenylacetamido)penam-3-carboxylate), P(Cl)(Cl)(Cl)(Cl)Cl (phosphorus pentachloride), CN(C1=CC=CC=C1)C (Dimethylaniline), S1C(=CC=C1)CC(=O)Cl ((2-thienyl)acetyl chloride). The solvent is C1=CC=CC=C1 (benzene), N1=CC=CC=C1 (pyridine), CO (methanol), C1=CC=CC=C1 (benzene). Conditions: temperature 10 celsius. Yields the product CC12S[C@H]3N(C1(C(=O)OCC(Cl)(Cl)Cl)C2)C(C3NC(CC=3SC=CC3)=O)=O (2,2,2-trichloroethyl 2-methyl-2,3-methylene-6-[2-(2-thienyl)acetamido]penam-3-carboxylate). Isolated yield 8.6%. RXN SMILES: [CH3:1][C:2]12[CH2:15][C:6]1([C:7]([O:9][CH2:10][C:11]([Cl:14])([Cl:13])[Cl:12])=[O:8])[N:5]1[C:16](=[O:28])[CH:17]([NH:18][C:19](=[O:27])[CH2:20][C:21]3C=C[CH:24]=[CH:23][CH:22]=3)[C@H:4]1[S:3]2.P(Cl)(Cl)(Cl)(Cl)Cl.CN(C)C1C=CC=CC=1.[S:44]1C=CC=C1CC(Cl)=O>C1C=CC=CC=1.CO.N1C=CC=CC=1>[CH3:1][C:2]12[CH2:15][C:6]1([C:7]([O:9][CH2:10][C:11]([Cl:13])([Cl:12])[Cl:14])=[O:8])[N:5]1[C:16](=[O:28])[CH:17]([NH:18][C:19](=[O:27])[CH2:20][C:21]3[S:44][CH:24]=[CH:23][CH:22]=3)[C@H:4]1[S:3]2. Reported procedure: To a solution of 2,2,2-trichloroethyl 2-methyl-2,3-methylene-6-(2-phenylacetamido)penam-3-carboxylate (1.2 g.) in benzene (30 ml.) were added pyridine (0.36 g.) and phosphorus pentachloride (0.9 g.) under stirring and cooling at 10°C, and the mixture was stirred for 2 hours at room temperature. The solution was cooled at 10°C and absolute methanol (3 ml.) was added to the solution, after which the mixture was stirred for 2 hours at room temperature. Dimethylaniline (2.35 g.) and a solution of (2... Reactants: C(C1=CC=CC=C1)(=O)OC1=CN(C2=CC=CC=C2C1=O)C (1-methyl-4-oxo-1,4-dihydroquinol-3-yl benzoate), N1CCCCC1 (piperidine), N1CCCCC1 (piperidine). Solvent: ClCCl (dichloromethane). Conditions: time 3 day. Yields the product OC1=CN(C2=CC=CC=C2C1=O)C (3-hydroxy-1-methyl-4-quinolone). Reaction SMILES: C([O:9][C:10]1[C:19](=[O:20])[C:18]2[C:13](=[CH:14][CH:15]=[CH:16][CH:17]=2)[N:12]([CH3:21])[CH:11]=1)(=O)C1C=CC=CC=1.N1CCCCC1>ClCCl>[OH:9][C:10]1[C:19](=[O:20])[C:18]2[C:13](=[CH:14][CH:15]=[CH:16][CH:17]=2)[N:12]([CH3:21])[CH:11]=1. Procedure: A mixture of 1-methyl-4-oxo-1,4-dihydroquinol-3-yl benzoate (45 g), piperidine (16.9 ml) and dichloromethane (700 ml) was stirred for 3 days at ambient temperature under nitrogen. A further portion of piperidine (3 ml) was added and the stirring continued for 1 day. The solvent was removed by distillation at 50° and the residue was triturated with diethyl ether (300 ml). The resultant solid was collected by filtration and washed with diethyl ether (2×100 ml) to give 3-hydroxy-1-methyl-4-quinolon... Procedure: In a reaction vessel of 1.5 l equipped with a mechanical stirrer, a condenser, a thermometer and an inlet tube for nitrogen, 600 g (4.61M) of ethyl acetate, 375.9 g (4.15M) of methallyl chloride, 500 ml of ethanol and 636.9 g (4.61M) of potassium carbonate are mixed together. The resulting suspension is heated at reflux for 2 h while the mixture becomes slightly yellow and thick. Ethanol is stripped off and the obtained residue is dissolved in 900 ml of water. The two layers thus formed are sepa... Solvent: O (water). Reactants: C(C)(=O)OCC (ethyl acetate), C(C(C)=C)Cl (methallyl chloride), C(C)O (ethanol), C([O-])([O-])=O.[K+].[K+] (potassium carbonate), C(C)O (Ethanol). Yields the product C(C)(=O)C(C(=O)OCC)CC(=C)C (ethyl 2-acetyl-4-methyl-4-pentenoate). RXN SMILES: [C:1]([O:4][CH2:5][CH3:6])(=[O:3])[CH3:2].[CH2:7](Cl)[C:8](=[CH2:10])[CH3:9].[CH2:12]([OH:14])[CH3:13].C(=O)([O-])[O-].[K+].[K+]>O>[C:12]([CH:2]([CH2:7][C:8]([CH3:9])=[CH2:10])[C:1]([O:4][CH2:5][CH3:6])=[O:3])(=[O:14])[CH3:13] |f:3.4.5|. Solvent: CC(=O)C (acetone). Reactants: NC1=CC=C(C(=C1)C1=CC=C(C=C1)CC(C)C)S(=O)(=O)NC1=C(C(=NO1)C)C (5-Amino-4'-(2-methylpropyl)-N-(3,4-dimethyl-5-isoxazolyl)-[1,1'-biphenyl]-2-sulfonamide), N1=CC=CC=C1 (pyridine), C(C1=CC=CC=C1)(=O)Cl (benzoyl chloride). Procedure: To a solution of the compound of Example 43 (0.4 g, 1.0 mmol) and pyridine (0.082 mL, 1.0 mmol) in acetone (3 mL) was added benzoyl chloride (0.12 mL, 1.0 mmol). The mixture was stirred for 18 hours and concentrated. The residue was dissolved in methanol (50 mL) and a 5% solution of sodium hydrogen carbonate in water (10 mL) was added. The solution was stirred for 1 hour and the methanol was removed under vacuum. The aqueous residue was acidified to pH 3 with 6N aqueous hydrochloric acid and ext... Run at time 18 hour. Yields the product CC1=NOC(=C1C)NS(=O)(=O)C1=C(C=C(C=C1)NC(C1=CC=CC=C1)=O)C1=CC=C(C=C1)CC(C)C (N-[2-[[(3,4-Dimethyl-5-isoxazolyl)amino]sulfonyl]-4'-(2-methylpropyl)[1,1'-biphenyl]-5-yl]benzamide). Yield: 19.5%. Reaction SMILES: [NH2:1][C:2]1[CH:7]=[C:6]([C:8]2[CH:13]=[CH:12][C:11]([CH2:14][CH:15]([CH3:17])[CH3:16])=[CH:10][CH:9]=2)[C:5]([S:18]([NH:21][C:22]2[O:26][N:25]=[C:24]([CH3:27])[C:23]=2[CH3:28])(=[O:20])=[O:19])=[CH:4][CH:3]=1.N1C=CC=CC=1.[C:35](Cl)(=[O:42])[C:36]1[CH:41]=[CH:40][CH:39]=[CH:38][CH:37]=1>CC(C)=O>[CH3:27][C:24]1[C:23]([CH3:28])=[C:22]([NH:21][S:18]([C:5]2[CH:4]=[CH:3][C:2]([NH:1][C:35](=[O:42])[C:36]3[CH:41]=[CH:40][CH:39]=[CH:38][CH:37]=3)=[CH:7][C:6]=2[C:8]2[CH:13]=[CH:12][C:11]([CH2:14][CH:15]([CH3:16])[CH3:17])=[CH:10][CH:9]=2)(=[O:20])=[O:19])[O:26][N:25]=1. Starting materials: [Li]C(C)(C)C, O=Cc1ccc(CCOC(=O)c2ccccc2)cc1, CCCCC, COCOc1cccnc1, CCOCC, [Cl-], [NH4+]. The product is COCOc1cnccc1C(O)c1ccc(CCOC(=O)c2ccccc2)cc1. RXN SMILES: [C:16]([Li:17])([CH3:18])([CH3:19])[CH3:20].[C:21]([c:22]1[cH:23][cH:24][cH:25][cH:26][cH:27]1)(=[O:28])[O:29][CH2:30][CH2:31][c:32]1[cH:33][cH:34][c:35]([CH:36]=[O:37])[cH:38][cH:39]1.[CH3:11][CH2:12][CH2:13][CH2:14][CH3:15].[CH3:1][O:2][CH2:3][O:4][c:5]1[cH:6][n:7][cH:8][cH:9][cH:10]1.[CH3:42][CH2:43][O:44][CH2:45][CH3:46].[Cl-:40].[NH4+:41]>>[CH3:1][O:2][CH2:3][O:4][c:5]1[cH:6][n:7][cH:8][cH:9][c:10]1[CH:36]([c:35]1[cH:34][cH:33][c:32]([CH2:31][CH2:30][O:29][C:21]([c:22]2[cH:23][cH:24][cH:25][cH:26][cH:27]2)=[O:28])[cH:39][cH:38]1)[OH:37].